The task is: describe an organic reaction: reactants, conditions, products, and yield. This data is from the Open Reaction Database (ORD), a public repository of structured organic reaction records. Starting materials: C([O-])([O-])=O.[K+].[K+] (potassium carbonate), C(C)(=O)[O-].C(C)(=O)[O-].C(C)(=O)[O-].C(C)(=O)[O-].[Pb+4] (lead tetraacetate), mercuric acetate, C(Cl)(Cl)Cl (chloroform), CCCCCC (hexane). Reaction conditions: temperature 40 celsius, time 15 minute. Yields the product C(C)(=O)[O-].C(C)(=O)[O-].C(C)(=O)[O-].ClC1=CC=C(C2=CC(=C(C(=C2)CC)[Pb+3])CC)C=C1 (4′-chloro-3,5-diethylbiphen-4-yllead triacetate). Reaction SMILES: [C:1]([O-:4])(=[O:3])[CH3:2].[C:5]([O-:8])(=[O:7])[CH3:6].[C:9]([O-:12])(=[O:11])[CH3:10].[C:13]([O-])(=O)[CH3:14].[Pb+4:17].[CH3:18][CH2:19][CH2:20][CH2:21][CH2:22][CH3:23].[C:24](=O)([O-])[O-].[K+].[K+].[CH:30]([Cl:33])(Cl)Cl>>[C:1]([O-:4])(=[O:3])[CH3:2].[C:5]([O-:8])(=[O:7])[CH3:6].[C:9]([O-:12])(=[O:11])[CH3:10].[Cl:33][C:30]1[CH:2]=[CH:1][C:20]([C:21]2[CH:14]=[C:13]([CH2:9][CH3:10])[C:24]([Pb+3:17])=[C:23]([CH2:5][CH3:6])[CH:22]=2)=[CH:19][CH:18]=1 |f:0.1.2.3.4,6.7.8,10.11.12.13|. Reported procedure: 4′-Chloro-3,5-diethylbiphen-4-ylboronic (2.1 g, 0.007 mol) is added to a mixture of lead tetraacetate (3.67 g, 0.008 mol) and mercuric acetate (0.12 g, 5 mol %) in chloroform (15 ml) and the reaction mixture is stirred for 15 minutes at room temperate under an atmosphere of nitrogen, then stirred and heated at 40° C. for 4 hours. The reaction mixture is cooled to ambient temperature, filtered through a plug of diatomaceous earth and concentrated under reduced pressure to give an orange solid. Tr...